Dataset: the Open Reaction Database (ORD), a public repository of structured organic reaction records. Task: describe an organic reaction: reactants, conditions, products, and yield Reactants: CC1CCC(O)C1, Cc1ccc(S(=O)(=O)Cl)cc1, c1ccncc1. The product is Cc1ccc(S(=O)(=O)OC2CCC(C)C2)cc1. RXN SMILES: [CH3:1][CH:2]1[CH2:3][CH:4]([OH:7])[CH2:5][CH2:6]1.[c:8]1([CH3:18])[cH:9][cH:10][c:11]([S:14](=[O:15])(=[O:16])[Cl:17])[cH:12][cH:13]1.[cH:19]1[cH:20][cH:21][n:22][cH:23][cH:24]1>>[CH3:1][CH:2]1[CH2:3][CH:4]([O:7][S:14]([c:11]2[cH:10][cH:9][c:8]([CH3:18])[cH:13][cH:12]2)(=[O:15])=[O:16])[CH2:5][CH2:6]1. Starting materials: COC(C(C=O)C=1SC(=CC1)Br)=O (5-bromo-thiophen-2-yl-3-oxo-propionic acid methyl ester), Cl.ClC1=C(C=CC=C1)NN (2-chlorophenylhydrazine hydrochloride), CO (MeOH). The solvent is Cl (HCl). Product: BrC1=CC=C(S1)C1=CC(=NN1C1=C(C=CC=C1)Cl)O (5-(5-bromo-thiophene-2-yl)-1-(2-chloro-phenyl)-1H-pyrazole-3-ol). Yield: 70.0%. Reaction SMILES: COC(=O)[CH:4]([C:7]1[S:8][C:9]([Br:12])=[CH:10][CH:11]=1)[CH:5]=O.Cl.[Cl:15][C:16]1[CH:21]=[CH:20][CH:19]=[CH:18][C:17]=1[NH:22][NH2:23].[CH3:24][OH:25]>Cl>[Br:12][C:9]1[S:8][C:7]([C:4]2[N:22]([C:17]3[CH:18]=[CH:19][CH:20]=[CH:21][C:16]=3[Cl:15])[N:23]=[C:24]([OH:25])[CH:5]=2)=[CH:11][CH:10]=1 |f:1.2|. Procedure details: To a solution of 3-(5-bromo-thiophen-2-yl-3-oxo-propionic acid methyl ester (2.0 g, 7.60 mmol) in 1.2 M HCl in MeOH (20 mL) was added 2-chlorophenylhydrazine hydrochloride (1.43 g, 7.98 mmol). The reaction mixture was heated to reflux for 4 hours and cooled off. The solvent was evaporated and the residue was purified by flash column chromatography with 10% ethyl acetate in hexane. The product 5-(5-bromo-thiophene-2-yl)-1-(2-chloro-phenyl)-1H-pyrazole-3-ol was recovered as a white solid (1.89 g, ... Starting materials: N(=NC(=O)OC(C)C)C(=O)OC(C)C (Diisopropyl azodicarboxylate), CC=1C=C(C=CC1[N+](=O)[O-])O (3-methyl-4-nitrophenol), C(C)(C)(C)OC(=O)N1CCC(CC1)O (1-tert-butyloxycarbonyl-4-hydroxy-piperidine), C1(=CC=CC=C1)P(C1=CC=CC=C1)C1=CC=CC=C1 (triphenylphosphine). The solvent is O1CCCC1 (tetrahydrofuran). Reaction conditions: time 1 hour. The product is C(C)(C)(C)OC(=O)N1CCC(CC1)OC1=CC(=C(C=C1)[N+](=O)[O-])C (4-(3-Methyl-4-nitro-phenoxy)-piperidine-1-carboxylic acid tert-butyl ester). RXN SMILES: N(C(OC(C)C)=O)=NC(OC(C)C)=O.[CH3:15][C:16]1[CH:17]=[C:18]([OH:25])[CH:19]=[CH:20][C:21]=1[N+:22]([O-:24])=[O:23].[C:26]([O:30][C:31]([N:33]1[CH2:38][CH2:37][CH:36](O)[CH2:35][CH2:34]1)=[O:32])([CH3:29])([CH3:28])[CH3:27].C1(P(C2C=CC=CC=2)C2C=CC=CC=2)C=CC=CC=1>O1CCCC1>[C:26]([O:30][C:31]([N:33]1[CH2:38][CH2:37][CH:36]([O:25][C:18]2[CH:19]=[CH:20][C:21]([N+:22]([O-:24])=[O:23])=[C:16]([CH3:15])[CH:17]=2)[CH2:35][CH2:34]1)=[O:32])([CH3:29])([CH3:27])[CH3:28]. Reported procedure: Diisopropyl azodicarboxylate (10.56 mL, 1.6 eq.) was added to a cold (0° C.) mixture of 3-methyl-4-nitrophenol (5 g, 1.0 eq.), 1-tert-butyloxycarbonyl-4-hydroxy-piperidine (9.96 g, 1.6 eq.) and triphenylphosphine (13.85 g, 1.6 eq.) in tetrahydrofuran (205 mL). After 1 h stirring, the mixture was evaporated to dryness and dissolved in tert-butylmethylether. The organic phase was washed with 0.5M sodium hydroxide solution and 5% sodium chloride solution, dried over sodium sulfate, filtered and eva... Reactants: CN(C)C=O, [Cl-], Cc1nc(-c2ccc(Cl)cc2)oc1COC(C)(C)C(=O)O, ClCCl, [NH4+], [OH-], O=S(Cl)Cl. Yields the product Cc1nc(-c2ccc(Cl)cc2)oc1COC(C)(C)C(N)=O. As a reaction SMILES: [CH3:32][N:33]([CH3:34])[CH:35]=[O:36].[Cl-:26].[Cl:1][c:2]1[cH:3][cH:4][c:5](-[c:8]2[o:9][c:10]([CH2:14][O:15][C:16]([C:17](=[O:18])[OH:19])([CH3:20])[CH3:21])[c:11]([CH3:13])[n:12]2)[cH:6][cH:7]1.[Cl:29][CH2:30][Cl:31].[NH4+:27].[OH-:28].[S:22]([Cl:23])([Cl:24])=[O:25]>>[Cl:1][c:2]1[cH:3][cH:4][c:5](-[c:8]2[o:9][c:10]([CH2:14][O:15][C:16]([C:17](=[O:18])[NH2:27])([CH3:20])[CH3:21])[c:11]([CH3:13])[n:12]2)[cH:6][cH:7]1. Starting materials: COC1=C(C=C(C=CC=O)C=C1)OCC=1N=C(OC1C)C1=CC=CC=C1 (4-methoxy-3-(5-methyl-2-phenyl-4-oxazolyl-methoxy)cinnamaldehyde), O1C(NC(C1)=O)=O (2,4-oxazolidinedione). Product: COC1=C(C=C(C=C1)CCCC1C(NC(O1)=O)=O)OCC=1N=C(OC1C)C1=CC=CC=C1 (5-[3-[4-methoxy-3-(5-methyl-2-phenyl-4-oxazolylmethoxy)phenyl]propyl]-2,4-oxazolidinedione). As a reaction SMILES: [CH3:1][O:2][C:3]1[CH:12]=[CH:11][C:6]([CH:7]=[CH:8][CH:9]=O)=[CH:5][C:4]=1[O:13][CH2:14][C:15]1[N:16]=[C:17]([C:21]2[CH:26]=[CH:25][CH:24]=[CH:23][CH:22]=2)[O:18][C:19]=1[CH3:20].[O:27]1[CH2:31][C:30](=[O:32])[NH:29][C:28]1=[O:33]>>[CH3:1][O:2][C:3]1[CH:12]=[CH:11][C:6]([CH2:7][CH2:8][CH2:9][CH:31]2[O:27][C:28](=[O:33])[NH:29][C:30]2=[O:32])=[CH:5][C:4]=1[O:13][CH2:14][C:15]1[N:16]=[C:17]([C:21]2[CH:22]=[CH:23][CH:24]=[CH:25][CH:26]=2)[O:18][C:19]=1[CH3:20]. Reported procedure: In substantially the same manner as in Working Example 11, 4-methoxy-3-(5-methyl-2-phenyl-4-oxazolyl-methoxy)cinnamaldehyde was condensed with 2,4-oxazolidinedione. The condensate was subjected to catalytic reduction to yield 5-[3-[4-methoxy-3-(5-methyl-2-phenyl-4-oxazolylmethoxy)phenyl]propyl]-2,4-oxazolidinedione, which was recrystallized from chloroform-methanol to give colorless prisms, m.p.185-187° C. Starting materials: ON=C(C1=CN=CC=C1)N (N′-hydroxynicotinimidamide), FC=1C=C(C(=O)O)C=C(C1F)F (3,4,5-trifluorobenzoic acid), N (NH3). Product: FC=1C=C(C=C(C1F)F)C1=NC(=NO1)C=1C=NC=CC1 (5-(3,4,5-trifluorophenyl)-3-(pyridin-3-yl)-1,2,4-oxadiazole). As a reaction SMILES: [OH:1][N:2]=[C:3]([NH2:10])[C:4]1[CH:9]=[CH:8][CH:7]=[N:6][CH:5]=1.[F:11][C:12]1[CH:13]=[C:14]([CH:18]=[C:19]([F:22])[C:20]=1[F:21])[C:15](O)=O.N>>[F:11][C:12]1[CH:13]=[C:14]([C:15]2[O:1][N:2]=[C:3]([C:4]3[CH:5]=[N:6][CH:7]=[CH:8][CH:9]=3)[N:10]=2)[CH:18]=[C:19]([F:22])[C:20]=1[F:21]. Reported procedure: The title compound was prepared according to the procedure of Example 8 using N′-hydroxynicotinimidamide (Aldrich) and 3,4,5-trifluorobenzoic acid (Aldrich). 1H NMR (300 MHz, CD3OD) δ 7.64 (ddd, J=8.0, 4.9, 1.0 Hz, 1 H), 8.01-8.13 (m, 2 H), 8.56 (ddd, J=8.1, 1.8, 1.6 Hz, 1 H), 8.75 (dd, J=4.8, 1.6 Hz, 1 H), 9.29 (dd, J=2.0, 0.8 Hz, 1 H) ppm; MS (DCI/NH3) m/z 278 (M+H)+. Reactants: [N+](=O)([O-])C1=CC=CC=C1 (nitrobenzene), C1(=CC=CC=C1)N=C=O (phenylisocyanate), [C]=O (carbon monoxide), [N+](=O)([O-])C1=CC=CC=C1 (nitrobenzene). The reagents and catalysts are C1(=CC=CC=C1)C1=C2C=CC(C(=C3C=CC(=C(C=4C=CC(=C(C5=CC=C1N5)C5=CC=CC=C5)N4)C4=CC=CC=C4)N3)C3=CC=CC=C3)=N2.[Pd] (palladium tetraphenylporphyrin). Solvent: ClC1=C(C=CC=C1)Cl (orthodichlorobenzene). Reaction conditions: temperature 235 celsius, time 4 hour. Product: N(=NC1=CC=CC=C1)C1=CC=CC=C1 (azobenzene). As a reaction SMILES: [N+:1]([C:4]1[CH:9]=[CH:8][CH:7]=[CH:6][CH:5]=1)([O-])=O.[C]=O.[C:12]1([N:18]=C=O)[CH:17]=[CH:16][CH:15]=[CH:14][CH:13]=1>C1(C2C3NC(=CC=3)C(C3C=CC=CC=3)=C3N=C(C=C3)C(C3C=CC=CC=3)=C3NC(C=C3)=C(C3C=CC=CC=3)C3=NC=2C=C3)C=CC=CC=1.[Pd].ClC1C=CC=CC=1Cl>[N:18]([C:12]1[CH:17]=[CH:16][CH:15]=[CH:14][CH:13]=1)=[N:1][C:4]1[CH:9]=[CH:8][CH:7]=[CH:6][CH:5]=1 |f:3.4,^3:9|. Reported procedure: Into the autoclave previously described, 2 grams of palladium tetraphenylporphyrin and 30 grams of nitrobenzene are introduced and the total volume adjusted to 100 ml by means of orthodichlorobenzene. The reactor is closed and after scavenging with nitrogen, carbon monoxide is introduced until the pressure reaches 200 bars at 20° C. The autoclave is isolated and while maintaining an agitation is heated at 235° C. for 3 hours, then at 240° C. for 4 hours, 30 minutes. After cooling, the mixture is...